From a dataset of the Open Reaction Database (ORD), a public repository of structured organic reaction records. describe an organic reaction: reactants, conditions, products, and yield The product is FC(C=1C=C(CN2N=NC(=C2C2=CC=NC=C2)[Sn](CCCC)(CCCC)CCCC)C=C(C1)C(F)(F)F)(F)F (4-[3-(3,5-bis(trifluoromethyl)benzyl)-5-tributylstannanyl-3H-[1,2,3]triazol-4-yl]-pyridine). Procedure: Add potassium trimethylsilanolate (0.651 g, 4.56 mmol, 90% purity) in one portion to a solution of 4-[(trimethylsilanyl)ethynyl]pyridine (40.0 g, 228 mmol, Ziessel, R., et al. J. Org. Chem. 1996, 61, 6535) and bis(tributyltin) oxide (95.2 g, 160 mmol) in THF (400 mL) while keeping the temperature between 25-30° C. with a water bath. After approximately 1 hour, concentrate the solution by rotary evaporation (50° C.) to give an oil containing 78-85% 4-[(tributylstannanyl)ethynyl]pyridine, 15-22% 4... Isolated yield 82.0%. The solvent is C1CCOC1 (THF). Reaction conditions: temperature 50 celsius, time 1 hour. The reactants are C[Si](C)(C)C#CC1=CC=NC=C1 (4-[(trimethylsilanyl)ethynyl]pyridine), CCCC[Sn](CCCC)(CCCC)O[Sn](CCCC)(CCCC)CCCC (bis(tributyltin) oxide), C(CCC)[Sn](CCCC)(CCCC)C#CC1=CC=NC=C1 (4-[(tributylstannanyl)ethynyl]pyridine), C(#C)C1=CC=NC=C1 (4-ethynylpyridine), CCCC[Sn](CCCC)(CCCC)O[Sn](CCCC)(CCCC)CCCC (bis(tributyltin) oxide), N(=[N+]=[N-])CC1=CC(=CC(=C1)C(F)(F)F)C(F)(F)F (1-azidomethyl-3,5-bis(trifluoromethyl)benzene). Reagents/catalysts: C[Si]([O-])(C)C.[K+] (potassium trimethylsilanolate). As a reaction SMILES: C[Si](C#CC1C=CN=CC=1)(C)C.CCCC[Sn](O[Sn](CCCC)(CCCC)CCCC)(CCCC)CCCC.[CH2:40]([Sn:44]([C:53]#[C:54][C:55]1[CH:60]=[CH:59][N:58]=[CH:57][CH:56]=1)([CH2:49][CH2:50][CH2:51][CH3:52])[CH2:45][CH2:46][CH2:47][CH3:48])[CH2:41][CH2:42][CH3:43].C(C1C=CN=CC=1)#C.[N:69]([CH2:72][C:73]1[CH:78]=[C:77]([C:79]([F:82])([F:81])[F:80])[CH:76]=[C:75]([C:83]([F:86])([F:85])[F:84])[CH:74]=1)=[N+:70]=[N-:71]>C1COCC1.C[Si](C)(C)[O-].[K+]>[F:80][C:79]([F:81])([F:82])[C:77]1[CH:78]=[C:73]([CH:74]=[C:75]([C:83]([F:86])([F:84])[F:85])[CH:76]=1)[CH2:72][N:69]1[C:54]([C:55]2[CH:56]=[CH:57][N:58]=[CH:59][CH:60]=2)=[C:53]([Sn:44]([CH2:45][CH2:46][CH2:47][CH3:48])([CH2:49][CH2:50][CH2:51][CH3:52])[CH2:40][CH2:41][CH2:42][CH3:43])[N:71]=[N:70]1 |f:6.7|. Reactants: BrC1=C(C=C(C(=C1)CC1=CC=C(C=C1)OCC)Cl)CCCO (3-(2-bromo-5-chloro-4-(4-ethoxybenzyl)phenyl)propan-1-ol), [H-].[Na+] (NaH), BrCC#CC (1-bromo-2-butyne). Solvent: C1CCOC1 (THF). Run at time 40 minute. Yields the product BrC1=C(C=C(C(=C1)CC1=CC=C(C=C1)OCC)Cl)CCCOCC#CC (1-bromo-2-(3-(but-2-ynyloxy)propyl)-4-chloro-5-(4-ethoxybenzyl)benzene). Isolated yield 65.6%. RXN SMILES: [Br:1][C:2]1[CH:7]=[C:6]([CH2:8][C:9]2[CH:14]=[CH:13][C:12]([O:15][CH2:16][CH3:17])=[CH:11][CH:10]=2)[C:5]([Cl:18])=[CH:4][C:3]=1[CH2:19][CH2:20][CH2:21][OH:22].[H-].[Na+].Br[CH2:26][C:27]#[C:28][CH3:29]>C1COCC1>[Br:1][C:2]1[CH:7]=[C:6]([CH2:8][C:9]2[CH:10]=[CH:11][C:12]([O:15][CH2:16][CH3:17])=[CH:13][CH:14]=2)[C:5]([Cl:18])=[CH:4][C:3]=1[CH2:19][CH2:20][CH2:21][O:22][CH2:26][C:27]#[C:28][CH3:29] |f:1.2|. Reported procedure: To a stirred solution of 3-(2-bromo-5-chloro-4-(4-ethoxybenzyl)phenyl)propan-1-ol (BL) (0.268 g, 0.70 mmol) in 5 mL of THF was added NaH (0.034 g, 0.84 mmol, 60%) and stirred for 40 min. 1-bromo-2-butyne (0.094 mL, 1.05 mmol) was added and the mixture was stirred overnight at room temperature. The reaction was quenched with water and extracted with ethyl acetate. The combined organic layers were washed with water and brine, dried over Na2SO4, concentrated and purified by preparative TLC (eluting... RXN SMILES: [Br:20][CH2:21][C:22](=[O:23])[O:24][C:25]([CH3:26])([CH3:27])[CH3:28].[CH2:1]([c:2]1[cH:3][cH:4][cH:5][cH:6][cH:7]1)[O:8][C:9](=[O:10])[N:11]1[CH:12]([CH3:19])[CH2:13][CH:14]([OH:18])[CH2:15][CH:16]1[CH3:17].[CH2:34]([N+:35]([CH2:36][CH2:37][CH2:38][CH3:39])([CH2:40][CH2:41][CH2:42][CH3:43])[CH2:44][CH2:45][CH2:46][CH3:47])[CH2:48][CH2:49][CH3:50].[CH2:51]([N+:52]([CH2:53][CH2:54][CH2:55][CH3:56])([CH2:57][CH2:58][CH2:59][CH3:60])[CH2:61][CH2:62][CH2:63][CH3:64])[CH2:65][CH2:66][CH3:67].[CH3:71][c:72]1[cH:73][cH:74][cH:75][cH:76][cH:77]1.[Na+:69].[OH-:68].[OH2:70].[S:29]([O-:30])([O-:31])(=[O:32])=[O:33]>>[CH2:1]([c:2]1[cH:3][cH:4][cH:5][cH:6][cH:7]1)[O:8][C:9](=[O:10])[N:11]1[CH:12]([CH3:19])[CH2:13][CH:14]([O:18][CH2:21][C:22](=[O:23])[O:24][C:25]([CH3:26])([CH3:27])[CH3:28])[CH2:15][CH:16]1[CH3:17]. The reactants are CC(C)(C)OC(=O)CBr, CC1CC(O)CC(C)N1C(=O)OCc1ccccc1, CCCC[N+](CCCC)(CCCC)CCCC, CCCC[N+](CCCC)(CCCC)CCCC, Cc1ccccc1, [Na+], [OH-], O, O=S(=O)([O-])[O-]. Product: CC1CC(OCC(=O)OC(C)(C)C)CC(C)N1C(=O)OCc1ccccc1.